From a dataset of the Open Reaction Database (ORD), a public repository of structured organic reaction records. describe an organic reaction: reactants, conditions, products, and yield Starting materials: O=C([O-])O, CC(=O)[O-], CC(=O)[O-], CC(C)(C)NC(=O)N1CC(OCc2cccc(-c3ccc(I)cc3)c2C(F)(F)F)C1, [Na+], C1CCOC1, [Pd+2], c1ccc(P(c2ccccc2)c2ccccc2)cc1, OB(O)c1cccs1. The product is CC(C)(C)NC(=O)N1CC(OCc2cccc(-c3ccc(-c4cccs4)cc3)c2C(F)(F)F)C1. RXN SMILES: [C:58](=[O:59])([OH:60])[O-:61].[C:68]([O-:69])(=[O:70])[CH3:71].[C:73]([O-:74])(=[O:75])[CH3:76].[I:1][c:2]1[cH:3][cH:4][c:5](-[c:8]2[c:9]([C:27]([F:28])([F:29])[F:30])[c:10]([CH2:14][O:15][CH:16]3[CH2:17][N:18]([C:20](=[O:21])[NH:22][C:23]([CH3:24])([CH3:25])[CH3:26])[CH2:19]3)[cH:11][cH:12][cH:13]2)[cH:6][cH:7]1.[Na+:62].[O:63]1[CH2:64][CH2:65][CH2:66][CH2:67]1.[Pd+2:72].[c:39]1([P:40]([c:41]2[cH:42][cH:43][cH:44][cH:45][cH:46]2)[c:47]2[cH:48][cH:49][cH:50][cH:51][cH:52]2)[cH:53][cH:54][cH:55][cH:56][cH:57]1.[s:31]1[c:32]([B:36]([OH:37])[OH:38])[cH:33][cH:34][cH:35]1>>[c:2]1(-[c:32]2[s:31][cH:35][cH:34][cH:33]2)[cH:3][cH:4][c:5](-[c:8]2[c:9]([C:27]([F:28])([F:29])[F:30])[c:10]([CH2:14][O:15][CH:16]3[CH2:17][N:18]([C:20](=[O:21])[NH:22][C:23]([CH3:24])([CH3:25])[CH3:26])[CH2:19]3)[cH:11][cH:12][cH:13]2)[cH:6][cH:7]1. Reactants: [H-].[Al+3].[Li+].[H-].[H-].[H-] (lithium aluminium hydride), O (Water), [OH-].[Na+] (sodium hydroxide), C(C)OC(=O)CN1C=C(C2=CC=CC=C12)CC=1NC=CN1 (1-ethoxycarbonylmethyl-3-(1-imidazolylmethyl)indole), [H-].[Al+3].[Li+].[H-].[H-].[H-] (lithium aluminium hydride), O (water). Run in O1CCCC1 (tetrahydrofuran). Conditions: time 6 hour. The product is OCCN1C=C(C2=CC=CC=C12)CC=1NC=CN1 (1-(2-hydroxyethyl)-3-(1-imidazolylmethyl)indole). Yield: 45.5%. Reaction SMILES: C([O:3][C:4]([CH2:6][N:7]1[C:15]2[C:10](=[CH:11][CH:12]=[CH:13][CH:14]=2)[C:9]([CH2:16][C:17]2[NH:18][CH:19]=[CH:20][N:21]=2)=[CH:8]1)=O)C.[H-].[Al+3].[Li+].[H-].[H-].[H-].O.[OH-].[Na+]>O1CCCC1>[OH:3][CH2:4][CH2:6][N:7]1[C:15]2[C:10](=[CH:11][CH:12]=[CH:13][CH:14]=2)[C:9]([CH2:16][C:17]2[NH:21][CH:20]=[CH:19][N:18]=2)=[CH:8]1 |f:1.2.3.4.5.6,8.9|. Procedure details: A suspension of 1-ethoxycarbonylmethyl-3-(1-imidazolylmethyl)indole (1.42 g) in dry tetrahydrofuran (30 ml) was added portionwise to a stirred suspension of lithium aluminium hydride (0.19 g) in dry nitrogen. The mixture was heated under reflux with stirring for 6 hours, and then cooled and a further 0.19 g of lithium aluminium hydride was added. The mixture was heated under reflux with stirring for a further period of 3 hours and then cooled. Water (0.4 ml) was added cautiously with stirring an... Reactants: C(C)(C)(C)C1=CC=C(C=C1)C1=CC=C(C=C1)/C(=C/CO)/C ((E)-3-(4′-tert-butyl-biphenyl-4-yl)-but-2-en-1-ol), C(C)O[C@H](C(=O)OCC)CC1=CC=C(C=C1)O ((S)-ethyl 2-ethoxy-3-(4-hydroxyphenyl)-propionate). Product: C(C)(C)(C)C1=CC=C(C=C1)C1=CC=C(C=C1)/C(=C/COC1=CC=C(C=C1)C[C@@H](C(=O)OCC)OCC)/C ((E)-(S)-Ethyl 3-{4-[3-(4′-tert-Butyl-biphenyl-4-yl)-but-2-enyloxy]-phenyl}-2-ethoxy-propionate). The yield is 74.9%. RXN SMILES: [C:1]([C:5]1[CH:10]=[CH:9][C:8]([C:11]2[CH:16]=[CH:15][C:14](/[C:17](/[CH3:21])=[CH:18]/[CH2:19][OH:20])=[CH:13][CH:12]=2)=[CH:7][CH:6]=1)([CH3:4])([CH3:3])[CH3:2].[CH2:22]([O:24][C@@H:25]([CH2:31][C:32]1[CH:37]=[CH:36][C:35](O)=[CH:34][CH:33]=1)[C:26]([O:28][CH2:29][CH3:30])=[O:27])[CH3:23]>>[C:1]([C:5]1[CH:10]=[CH:9][C:8]([C:11]2[CH:12]=[CH:13][C:14](/[C:17](/[CH3:21])=[CH:18]/[CH2:19][O:20][C:35]3[CH:34]=[CH:33][C:32]([CH2:31][C@H:25]([O:24][CH2:22][CH3:23])[C:26]([O:28][CH2:29][CH3:30])=[O:27])=[CH:37][CH:36]=3)=[CH:15][CH:16]=2)=[CH:7][CH:6]=1)([CH3:4])([CH3:2])[CH3:3]. Reported procedure: The title compound (0.375 g, 75%) was prepared as a colourless gum from (E)-3-(4′-tert-butyl-biphenyl-4-yl)-but-2-en-1-ol (0.280 g, 1.00 mmol) and (S)-ethyl 2-ethoxy-3-(4-hydroxyphenyl)-propionate (0.250 g, 1.05 mmol) by a procedure analogous to that described in example 52c. Starting materials: NC1=CC=NC=C1 (4-Aminopyridine), ClC1=C(C(=CC(=C1)Cl)Cl)N=C=O (2,4,6-trichlorophenyl isocyanate). Run in C1(=CC=CC=C1)C (toluene). Reaction conditions: temperature 110 celsius, time 3 hour. Product: N1=CC=C(C=C1)NC(=O)NC1=C(C=C(C=C1Cl)Cl)Cl (N-(4-Pyridyl)-N′-(2,4,6-trichlorophenyl)urea). As a reaction SMILES: [NH2:1][C:2]1[CH:7]=[CH:6][N:5]=[CH:4][CH:3]=1.[Cl:8][C:9]1[CH:14]=[C:13]([Cl:15])[CH:12]=[C:11]([Cl:16])[C:10]=1[N:17]=[C:18]=[O:19]>C1(C)C=CC=CC=1>[N:5]1[CH:6]=[CH:7][C:2]([NH:1][C:18]([NH:17][C:10]2[C:11]([Cl:16])=[CH:12][C:13]([Cl:15])=[CH:14][C:9]=2[Cl:8])=[O:19])=[CH:3][CH:4]=1. Procedure: 4-Aminopyridine (500 mg, 3.56 mmol) and 2,4,6-trichlorophenyl isocyanate (503.6 mg, 3.56 mmol 1.0 moleg), were dissolved in toluene, and the mixture was then stirred at 110° C. for 3 hr. The reactants are FC(C(=O)O)(F)F.ClC1=CC=C2C(=C1)NC(C21C(NC(C1C1=CC(=C(C=C1)F)Cl)C(=O)O)CC(C)(C)C)=O (rac-(2′S,3′R,4′R,5′R)-6-chloro-4′-(3-chloro-4-fluoro-phenyl)-2′-(2,2-dimethyl-propyl)-2-oxo-1,2-dihydro-spiro[indole-3,3′-pyrrolidine]-5′-carboxylic acid trifluoroacetic acid), NC1=CC=C(C#N)C=C1 (4-aminobenzonitrile), C(C)(C)N(CC)C(C)C (diisopropylethylamine), C1(=CC=CC=C1)P(=O)(C1=CC=CC=C1)Cl (diphenylphosphinic chloride). Product: C(#N)C1=CC=C(C=C1)NC(=O)C1C(C2(C(N1)CC(C)(C)C)C(NC1=CC(=CC=C12)Cl)=O)C1=CC(=C(C=C1)F)Cl (rac-(2′S,3′R,4′R,5′R)-6-chloro-4′-(3-chloro-4-fluoro-phenyl)-2′-(2,2-dimethyl-propyl)-2-oxo-1,2-dihydro-spiro[indole-3,3′-pyrrolidine]-5′-carboxylic acid (4-cyano-phenyl)-amide). As a reaction SMILES: FC(F)(F)C(O)=O.[Cl:8][C:9]1[CH:14]=[C:13]2[NH:15][C:16](=[O:38])[C:17]3([CH:21]([C:22]4[CH:27]=[CH:26][C:25]([F:28])=[C:24]([Cl:29])[CH:23]=4)[CH:20]([C:30](O)=[O:31])[NH:19][CH:18]3[CH2:33][C:34]([CH3:37])([CH3:36])[CH3:35])[C:12]2=[CH:11][CH:10]=1.C(N(C(C)C)CC)(C)C.C1(P(Cl)(C2C=CC=CC=2)=O)C=CC=CC=1.[NH2:63][C:64]1[CH:71]=[CH:70][C:67]([C:68]#[N:69])=[CH:66][CH:65]=1>>[C:68]([C:67]1[CH:70]=[CH:71][C:64]([NH:63][C:30]([CH:20]2[NH:19][CH:18]([CH2:33][C:34]([CH3:36])([CH3:37])[CH3:35])[C:17]3([C:12]4[C:13](=[CH:14][C:9]([Cl:8])=[CH:10][CH:11]=4)[NH:15][C:16]3=[O:38])[CH:21]2[C:22]2[CH:27]=[CH:26][C:25]([F:28])=[C:24]([Cl:29])[CH:23]=2)=[O:31])=[CH:65][CH:66]=1)#[N:69] |f:0.1|. Procedure details: In a manner similar to the method described in Example 5, rac-(2′S,3′R,4′R,5′R)-6-chloro-4′-(3-chloro-4-fluoro-phenyl)-2′-(2,2-dimethyl-propyl)-2-oxo-1,2-dihydro-spiro[indole-3,3′-pyrrolidine]-5′-carboxylic acid trifluoroacetic acid prepared in Example 82 (0.4 g, 0.71 mmol), was reacted with diisopropylethylamine (0.82 g, 6.4 mmol), diphenylphosphinic chloride (0.67 g, 2.8 mmol), then reacted with 4-aminobenzonitrile (Aldrich) (0.34 g, 2.8 mmol) to give rac-(2′S,3′R,4′R,5′R)-6-chloro-4′-(3-chlor... Reactants: [BH4-].[Na+] (Sodium borohydride), CCO (EtOH), CC(C1=C(C=C(C(=C1)OC)OC)[N+](=O)[O-])OC(=O)OC1=C(C=C(C=O)C=C1C)C (4-(a′-Methyl-2′-nitro-4′,5′-dimethoxybenzyloxycarbonyloxy)-3,5-dimethylbenzaldehyde). Solvent: C(Cl)Cl (CH2Cl2). Yields the product CC(C1=C(C=C(C(=C1)OC)OC)[N+](=O)[O-])OC(=O)OC1=C(C=C(CO)C=C1C)C (4-(a′-Methyl-2′-nitro-4′,5′-dimethoxybenzyloxycarbonyloxy)-3,5-dimethylbenzyl alcohol). Isolated yield 74.0%. As a reaction SMILES: [BH4-].[Na+].CCO.[CH3:6][CH:7]([O:21][C:22]([O:24][C:25]1[C:32]([CH3:33])=[CH:31][C:28]([CH:29]=[O:30])=[CH:27][C:26]=1[CH3:34])=[O:23])[C:8]1[CH:13]=[C:12]([O:14][CH3:15])[C:11]([O:16][CH3:17])=[CH:10][C:9]=1[N+:18]([O-:20])=[O:19]>C(Cl)Cl>[CH3:6][CH:7]([O:21][C:22]([O:24][C:25]1[C:26]([CH3:34])=[CH:27][C:28]([CH2:29][OH:30])=[CH:31][C:32]=1[CH3:33])=[O:23])[C:8]1[CH:13]=[C:12]([O:14][CH3:15])[C:11]([O:16][CH3:17])=[CH:10][C:9]=1[N+:18]([O-:20])=[O:19] |f:0.1|. Reported procedure: Sodium borohydride (9 ing, 0.25 inmol) followed by EtOH (0.5 mL) was added to 7k (100 mg, 0.25 mmol) in CH2Cl2 (2 mL) at r.t. and then refluxed for 30 minutes. Aqueous workup (CH2Cl2, MgSO4) followed by concentration in vacuo yielded 8k (75 mg, 75%) as a light yellow solid: 1H NMR (270 MHz, CDCl3) d 1.68 (d, J=6.4 Hz, 3H), 2.03 (s, 6H), 3.86 (s, 3H), 3.91 (s, 3H), 4.45 (s, 2H), 6.39 (q, J=6.4 Hz, 1H), 6.92 (s, 2H), 7.06 (s, 1H), 7.52 (s, 1H); 13C NMR (68 MHz, CDCl3) d 16.0, 21.9, 56.3, 56.4, 64.... The reactants are N (ammonia), COC(CC(C1=CC=CC=C1)C1=CC=CC=C1)=S (methyldiphenylmethylthioacetate), CO (methanol), N (Ammonia). Solvent: O (water). Conditions: temperature 35 celsius, time 16 hour. The product is C1(=CC=CC=C1)C(C1=CC=CC=C1)CC(=S)N (diphenylmethylthioacetamide). As a reaction SMILES: CO[C:3](=[S:18])[CH2:4][CH:5]([C:12]1[CH:17]=[CH:16][CH:15]=[CH:14][CH:13]=1)[C:6]1[CH:11]=[CH:10][CH:9]=[CH:8][CH:7]=1.CO.[NH3:21]>O>[C:6]1([CH:5]([CH2:4][C:3]([NH2:21])=[S:18])[C:12]2[CH:17]=[CH:16][CH:15]=[CH:14][CH:13]=2)[CH:11]=[CH:10][CH:9]=[CH:8][CH:7]=1. Procedure details: A reactor equipped with an impeller stirrer and a gas introduction tube was charged with methyldiphenylmethylthioacetate (100 g; 1 equivalent) and methanol (300 mL; 3 volumes) at room temperature. The mixture was heated to 35° C. Ammonia (7 equivalents) was introduced within 3 hours, and the mixture contacted at 35° C. for 16 hours before adding 3 equivalents of ammonia. When the reaction was completed, the mixture was cooled to 25° C. and water (90 ml; 0.9 volume) added. The mixture was filtere... The reagents and catalysts are Cl[Ti](Cl)(Cl)Cl (TiCl4). Starting materials: CC1=C(C(=CC=C1)C)C=1NC2=C(N1)C=CC(=C2)C(C(F)(F)F)=O (1-[2-(2,6-dimethylphenyl)-3H-benzoimidazol-5-yl]-2,2,2-trifluoro-ethanone), CC=1C=C(N)C=CC1C (3,4-dimethylaniline), C(C)(C)N(CC)C(C)C (diisopropylethylamine), solution. Reaction SMILES: [CH3:1][C:2]1[CH:7]=[CH:6][CH:5]=[C:4]([CH3:8])[C:3]=1[C:9]1[NH:10][C:11]2[CH:17]=[C:16]([C:18](=O)[C:19]([F:22])([F:21])[F:20])[CH:15]=[CH:14][C:12]=2[N:13]=1.[CH3:24][C:25]1[CH:26]=[C:27]([CH:29]=[CH:30][C:31]=1[CH3:32])[NH2:28].C(N(C(C)C)CC)(C)C>C(Cl)Cl.Cl[Ti](Cl)(Cl)Cl>[CH3:24][C:25]1[CH:26]=[C:27](/[N:28]=[C:18](/[C:16]2[CH:15]=[CH:14][C:12]3[N:13]=[C:9]([C:3]4[C:4]([CH3:8])=[CH:5][CH:6]=[CH:7][C:2]=4[CH3:1])[NH:10][C:11]=3[CH:17]=2)\[C:19]([F:22])([F:20])[F:21])[CH:29]=[CH:30][C:31]=1[CH3:32]. Procedure details: To a solution of 1-[2-(2,6-dimethylphenyl)-3H-benzoimidazol-5-yl]-2,2,2-trifluoro-ethanone (710 mg), 3,4-dimethylaniline (150 mg) and diisopropylethylamine (150 mg) in methylene chloride (15 mL) was added dropwise 1.1 mL of a 1.0M solution of TiCl4 in methylene chloride. The mixture was stirred at ambient temperature for 10 min then was washed with NaHCO3 solution. The organic phase was dried over sodium sulfate and the solvent was removed under reduced pressure. The residue was purified by flas... Conditions: time 10 minute. Solvent: C(Cl)Cl (methylene chloride), C(Cl)Cl (methylene chloride). Yields the product CC=1C=C(C=CC1C)\N=C(/C(F)(F)F)\C1=CC2=C(N=C(N2)C2=C(C=CC=C2C)C)C=C1 ((3,4-dimethyl-phenyl)-[1-[2-(2,6-dimethylphenyl)-3H-benzoimidazol-5-yl]-2,2,2-trifluoroeth-(Z)-ylidene]-amine).